Dataset: the Open Reaction Database (ORD), a public repository of structured organic reaction records. Task: describe an organic reaction: reactants, conditions, products, and yield The reactants are S1C2=C(C=C1CC=1C(=C(C(=C(C1)C1OC(CC(C1O)O)CO)O)C)C)C=CC=C2 (2-(5-(benzo[b]thiophen-2-ylmethyl)-2-hydroxy-3,4-dimethylphenyl)-6-(hydroxymethyl)tetrahydro-2H-pyran-3,4-diol), C(=O)([O-])[O-].[Cs+].[Cs+] (Cs2CO3), CI (methyl iodide). Run in CC(=O)C (acetone). Reaction conditions: time 16 hour. The product is S1C2=C(C=C1CC=1C(=C(C(=C(C1)C1OC(CC(C1O)O)CO)OC)C)C)C=CC=C2 (2-(5-(benzo[b]thiophen-2-ylmethyl)-2-methoxy-3,4-dimethylphenyl)-6-(hydroxymethyl)tetrahydro-2H-pyran-3,4-diol). The yield is 73.6%. Reaction SMILES: [S:1]1[C:5]([CH2:6][C:7]2[C:8]([CH3:25])=[C:9]([CH3:24])[C:10]([OH:23])=[C:11]([CH:13]3[CH:18]([OH:19])[CH:17]([OH:20])[CH2:16][CH:15]([CH2:21][OH:22])[O:14]3)[CH:12]=2)=[CH:4][C:3]2[CH:26]=[CH:27][CH:28]=[CH:29][C:2]1=2.[C:30]([O-])([O-])=O.[Cs+].[Cs+].CI>CC(C)=O>[S:1]1[C:5]([CH2:6][C:7]2[C:8]([CH3:25])=[C:9]([CH3:24])[C:10]([O:23][CH3:30])=[C:11]([CH:13]3[CH:18]([OH:19])[CH:17]([OH:20])[CH2:16][CH:15]([CH2:21][OH:22])[O:14]3)[CH:12]=2)=[CH:4][C:3]2[CH:26]=[CH:27][CH:28]=[CH:29][C:2]1=2 |f:1.2.3|. Reported procedure: A 20 ml vial was charged with 22 (38.2 mg, 0.09 mmol) and Cs2CO3 (45 mg, 0.14 mmol) and to which was added 1 ml of dry acetone, followed by methyl iodide (12 μL, 0.18 mmol). The resulting mixture was stirred at room temperature for 16 h and the solid was filtered of, washed with acetone. The solvent was evaporated and the crude residue was purified by flash column chromatography on silica gel (4 g column, EtOAc/heptane: 0>>>100%) to afford 28.4 mg (71.8%) of 23 as a white solid. 1H NMR (CD3OD) δ...